Dataset: the Open Reaction Database (ORD), a public repository of structured organic reaction records. Task: describe an organic reaction: reactants, conditions, products, and yield Reactants: ice, Cl (hydrochloric acid), resultant mixture, [Cl-].[Al+3].[Cl-].[Cl-] (Aluminum chloride), COC1=CC(=CC=C1)OC (1,3-dimethoxybenzene), FC1=C(C(=O)Cl)C=CC(=C1)F (2,4-difluorobenzoyl chloride). Run in ClCCCl (1,2-dichloroethane). Conditions: time 8 hour. The product is FC1=C(C=CC(=C1)F)C(=O)C1=C(C=C(C=C1)OC)O ((2,4-Difluoro-phenyl)-(2-hydroxy-4-methoxy-phenyl)-methanone). Yield: 44.8%. RXN SMILES: [Cl-].[Al+3].[Cl-].[Cl-].C[O:6][C:7]1[CH:12]=[CH:11][CH:10]=[C:9]([O:13][CH3:14])[CH:8]=1.[F:15][C:16]1[CH:24]=[C:23]([F:25])[CH:22]=[CH:21][C:17]=1[C:18](Cl)=[O:19].Cl>ClCCCl>[F:15][C:16]1[CH:24]=[C:23]([F:25])[CH:22]=[CH:21][C:17]=1[C:18]([C:12]1[CH:11]=[CH:10][C:9]([O:13][CH3:14])=[CH:8][C:7]=1[OH:6])=[O:19] |f:0.1.2.3|. Procedure details: Aluminum chloride (2.03 g, 15.2 mmol) was added in portions to a solution of 1,3-dimethoxybenzene (1.86 mL, 15.2 mmol) and 2,4-difluorobenzoyl chloride (1.86 mL, 15.2 mmol) in 1,2-dichloroethane at 0° C. The mixture was allowed to warm to rt over 3 h then heated at reflux for 6 h. The resultant mixture was allowed to cool to rt, then poured into a mixture of ice (˜100 g) and concentrated hydrochloric acid (˜20 mL). The organic layer was separated. The aqueous solution was stirred at ambient temp... Starting materials: S(N)(=O)(=O)Cl (sulfamoyl chloride), COC=1C=C(OCCO)C=CC1 (2-(3-methoxyphenoxy)ethanol). The solvent is C(C)OCC (ethyl ether). Product: S(N)(=O)(=O)OCCOC1=CC(=CC=C1)OC (2-(3-Methoxyphenoxy)ethanol sulfamate). Reaction SMILES: [S:1](Cl)(=[O:4])(=[O:3])[NH2:2].[CH3:6][O:7][C:8]1[CH:9]=[C:10]([CH:15]=[CH:16][CH:17]=1)[O:11][CH2:12][CH2:13][OH:14]>C(OCC)C>[S:1]([O:14][CH2:13][CH2:12][O:11][C:10]1[CH:15]=[CH:16][CH:17]=[C:8]([O:7][CH3:6])[CH:9]=1)(=[O:4])(=[O:3])[NH2:2]. Procedure: The title compound was prepared by procedures of Example 12 from sulfamoyl chloride and 2-(3-methoxyphenoxy)ethanol through the first evaporation step to give a brown, viscous, oily residue. The oil was dissolved in 300 ml of ethyl ether. The organic solution was washed with two 300 ml portions of water, dried over magnesium sulfate and the solvent evaporated under reduced pressure to give a viscous, oily residue for the second time. The oil was purified by chromatography using silica gel and me... The reactants are N1=CC=CC=2CCCCC12 (5,6,7,8-tetrahydroquinoline), C(CCC)[Li] (butyl-lithium), CCCCCC (hexane), C(C)(C)NC(C)C (di-isopropylamine), C[Si](C)(C)N=C=S (trimethylsilyl-isothiocyanate), Cl (HCl). Solvent: O (Water), C1=CC=CC=C1 (benzene). Run at time 1 hour. Yields the product N1=CC=CC=2CCCC(C12)C(N)=S (5,6,7,8-tetrahydroquinoline-8-thiocarboxamide). Isolated yield 30.0%. As a reaction SMILES: C(NC(C)C)(C)C.C([Li])CCC.CCCCCC.[N:19]1[C:28]2[CH2:27][CH2:26][CH2:25][CH2:24][C:23]=2[CH:22]=[CH:21][CH:20]=1.C[Si]([N:33]=[C:34]=[S:35])(C)C.Cl>C1C=CC=CC=1.O>[N:19]1[C:28]2[CH:27]([C:34](=[S:35])[NH2:33])[CH2:26][CH2:25][CH2:24][C:23]=2[CH:22]=[CH:21][CH:20]=1. Procedure details: A solution of di-isopropylamine (33.3g, 0.33 mol) in benzene (150 ml) was cooled in ice and treated with 9% w/v butyl-lithium in hexane (237 ml, 0.33 mol). After 45 minutes the solution was treated with 5,6,7,8-tetrahydroquinoline (39.9 g, 0.3 mol) dropwise with stirring. After 1.5 hours trimethylsilyl-isothiocyanate (43.2 ml. 0.3 mol) was added and the resulting solution was allowed to stand at 0° C for 0.5 hours and at room temperature for 1 hour. Water (50 ml.) was added and the resulting mix... RXN SMILES: [CH3:11][OH:12].[NH2:9][OH:10].[n:1]1[cH:2][n:3][cH:4][c:5]([C:7]#[N:8])[cH:6]1>>[n:1]1[cH:2][n:3][cH:4][c:5]([C:7]([NH2:8])=[N:9][OH:10])[cH:6]1. Reactants: CO, NO, N#Cc1cncnc1. Yields the product NC(=NO)c1cncnc1. The reactants are O=C(CCl)Nc1cccc(-c2cnc3ccccc3n2)c1, [H-], [Na+], CN(C)C=O, O, c1nc[nH]n1. The product is O=C(Cn1cncn1)Nc1cccc(-c2cnc3ccccc3n2)c1. Reaction SMILES: [Cl:8][CH2:9][C:10](=[O:11])[NH:12][c:13]1[cH:14][c:15](-[c:19]2[n:20][c:21]3[cH:22][cH:23][cH:24][cH:25][c:26]3[n:27][cH:28]2)[cH:16][cH:17][cH:18]1.[H-:7].[Na+:6].[O:30]=[CH:31][N:32]([CH3:33])[CH3:34].[OH2:29].[nH:1]1[n:2][cH:3][n:4][cH:5]1>>[n:1]1([CH2:9][C:10](=[O:11])[NH:12][c:13]2[cH:14][c:15](-[c:19]3[n:20][c:21]4[cH:22][cH:23][cH:24][cH:25][c:26]4[n:27][cH:28]3)[cH:16][cH:17][cH:18]2)[n:2][cH:3][n:4][cH:5]1. Starting materials: C(C1=CC=CC=C1)NC1CCN(CC1)C1=CC=CC=C1 (Benzyl(1-phenylpiperidin-4-yl)amine), C(#N)C1=CC=C(CN2C=NC=C2CC(=O)[O-])C=C1.[Li+] (lithium [3-(4-cyanobenzyl)-3H-imidazol-4-yl]acetate), O.ON1N=NC2=C1C=CC=C2 (1-hydroxybenzotriazole hydrate), Cl.CN(CCCN=C=NCC)C (1-(3-dimethylaminopropyl)-3-ethylcarbodiimide hydrochloride), C(C)(C)N(C(C)C)CC (N,N-diisopropylethylamine), Cl (HCl). Solvent: C(C)#N (acetonitrile). Reaction conditions: time 18 hour. Yields the product Cl.C(#N)C1=CC=C(CN2CN(C=C2)CC(=O)N(C2CCN(CC2)C2=CC=CC=C2)CC2=CC=CC=C2)C=C1 (2-[3-(4-cyanobenzyl)-3H-imidazol-1-yl]-N-benzyl-N-(1-phenylpiperidin-4-yl)acetamide hydrochloride). As a reaction SMILES: [CH2:1]([NH:8][CH:9]1[CH2:14][CH2:13][N:12]([C:15]2[CH:20]=[CH:19][CH:18]=[CH:17][CH:16]=2)[CH2:11][CH2:10]1)[C:2]1[CH:7]=[CH:6][CH:5]=[CH:4][CH:3]=1.[C:21]([C:23]1[CH:38]=[CH:37][C:26]([CH2:27][N:28]2[C:32](CC([O-])=O)=[CH:31][N:30]=[CH:29]2)=[CH:25][CH:24]=1)#[N:22].[Li+].[OH2:40].ON1C2C=CC=[CH:50][C:45]=2N=N1.[ClH:51].CN(C)CCCN=C=NCC.C(N(CC)C(C)C)(C)C.Cl>C(#N)C>[ClH:51].[C:21]([C:23]1[CH:24]=[CH:25][C:26]([CH2:27][N:28]2[CH:32]=[CH:31][N:30]([CH2:45][C:50]([N:8]([CH2:1][C:2]3[CH:3]=[CH:4][CH:5]=[CH:6][CH:7]=3)[CH:9]3[CH2:14][CH2:13][N:12]([C:15]4[CH:20]=[CH:19][CH:18]=[CH:17][CH:16]=4)[CH2:11][CH2:10]3)=[O:40])[CH2:29]2)=[CH:37][CH:38]=1)#[N:22] |f:1.2,3.4,5.6,10.11|. Reported procedure: Benzyl(1-phenylpiperidin-4-yl)amine (50 mg, 0.188 mmol), lithium [3-(4-cyanobenzyl)-3H-imidazol-4-yl]acetate (51 mg, 0.206 mmol), 1-hydroxybenzotriazole hydrate (38 mg, 0.28 mmol), 1-(3-dimethylaminopropyl)-3-ethylcarbodiimide hydrochloride (72 mg, 0.38 mmol), and N,N-diisopropylethylamine (82 μL, 0.47 mmol) were added to degassed DMF (2 mL) and the mixture was stirred for 18 hrs at room temperature then concentrated in vacuo. The residue was added to sat. NaHCO3 (aq) (5 mL) and extracted with d...